From a dataset of the Open Reaction Database (ORD), a public repository of structured organic reaction records. describe an organic reaction: reactants, conditions, products, and yield Reactants: NC=1N=C(NC(C1)=O)C1CCCCC1 (4-amino-2-cyclohexylpyrimid-6-one), O (water), N(=O)[O-].[Na+] (sodium nitrite). Run in C(C)(=O)O (acetic acid). Run at temperature 70 celsius. The product is NC=1N=C(NC(C1N=O)=O)C1CCCCC1 (4-amino-2-cyclohexyl-5-nitrosopyrimid-6-one). RXN SMILES: [NH2:1][C:2]1[N:3]=[C:4]([CH:9]2[CH2:14][CH2:13][CH2:12][CH2:11][CH2:10]2)[NH:5][C:6](=[O:8])[CH:7]=1.O.[N:16]([O-])=[O:17].[Na+]>C(O)(=O)C>[NH2:1][C:2]1[N:3]=[C:4]([CH:9]2[CH2:14][CH2:13][CH2:12][CH2:11][CH2:10]2)[NH:5][C:6](=[O:8])[C:7]=1[N:16]=[O:17] |f:2.3|. Reported procedure: A mixture of 4-amino-2-cyclohexylpyrimid-6-one (18 g.) and water (150 ml.) was stirred and heated to 70° C, and treated slowly with sodium nitrite (8 g.), followed by an excess of glacial acetic acid. The mixture was stirred for a further 1 hour and the blue solid (25 g.) filtered off and used directly for the next stage. A sample recrystallised from glacial acetic acid gave pure 4-amino-2-cyclohexyl-5-nitrosopyrimid-6-one, m.p. 233°-234° C. (with decomposition).